Dataset: the Open Reaction Database (ORD), a public repository of structured organic reaction records. Task: describe an organic reaction: reactants, conditions, products, and yield The reactants are CN (methylamine), FC=1C=C(CN2CCOCC2)C=CC1[N+](=O)[O-] (4-(3-fluoro-4-nitrobenzyl)morpholine). The solvent is CS(=O)C (DMSO), CS(=O)C (DMSO). Reaction conditions: temperature 47 celsius. Product: CNC1=C(C=CC(=C1)CN1CCOCC1)[N+](=O)[O-] (N-methyl-5-(morpholin-4-ylmethyl)-2-nitroaniline). RXN SMILES: [CH3:1][NH2:2].F[C:4]1[CH:5]=[C:6]([CH:14]=[CH:15][C:16]=1[N+:17]([O-:19])=[O:18])[CH2:7][N:8]1[CH2:13][CH2:12][O:11][CH2:10][CH2:9]1>CS(C)=O>[CH3:1][NH:2][C:4]1[CH:5]=[C:6]([CH2:7][N:8]2[CH2:13][CH2:12][O:11][CH2:10][CH2:9]2)[CH:14]=[CH:15][C:16]=1[N+:17]([O-:19])=[O:18]. Reported procedure: An aqueous solution of methylamine (40 wt %, 910 ml) at 30° C. is added to a 61° C. solution of 4-(3-fluoro-4-nitrobenzyl)morpholine (504 g) in DMSO (810 ml) followed by a DMSO rinse (150 ml) over ½ h. The mixture is allowed to reflux at 47 ° C. over 5 min then maintained at <51° C. by occasional ice bath cooling for remainder of the addition. The mixture is stirred at 50° C. for ¾ h and then water (2000 ml) is added. The mixture is cooled to 0° C. and the precipitate is collected by filtration,... Procedure details: {[(4-Chlorophenyl)amino]methylene}methane-1,1-dicarbonitrile was synthesized in the same manner using (ethoxymethylene)methane-1,1-dicarbonitrile and 4-chloroaniline. The NMR data for this compound are shown below. As a reaction SMILES: C(O[CH:4]=[C:5]([C:8]#[N:9])[C:6]#[N:7])C.[Cl:10][C:11]1[CH:17]=[CH:16][C:14]([NH2:15])=[CH:13][CH:12]=1>>[Cl:10][C:11]1[CH:17]=[CH:16][C:14]([NH:15][CH:4]=[C:5]([C:8]#[N:9])[C:6]#[N:7])=[CH:13][CH:12]=1. Yields the product ClC1=CC=C(C=C1)NC=C(C#N)C#N ({[(4-Chlorophenyl)amino]methylene}methane-1,1-dicarbonitrile). Reactants: C(C)OC=C(C#N)C#N ((ethoxymethylene)methane-1,1-dicarbonitrile), ClC1=CC=C(N)C=C1 (4-chloroaniline). Reactants: C1(CC1)C1=NC2=C(N1C)C=C(C=C2)N2C(C=C(C=C2)O)=O (1-(2-cyclopropyl-1-methyl-1H-benzimidazol-6-yl)-4-hydroxypyridin-2(1H)-one), FC=1C=C(C=C(C1)F)CO ((3,5-difluorophenyl)methanol), C(CCC)P(CCCC)CCCC (tributylphosphine), N(=NC(=O)N1CCCCC1)C(=O)N1CCCCC1 (1,1′-(azodicarbonyl)dipiperidine). Run in C1CCOC1 (THF). Conditions: temperature 60 celsius, time 4 hour. The product is C1(CC1)C1=NC2=C(N1C)C=C(C=C2)N2C(C=C(C=C2)OCC2=CC(=CC(=C2)F)F)=O (1-(2-Cyclopropyl-1-methyl-1H-benzimidazol-6-yl)-4-((3,5-difluorobenzyl)oxy)pyridin-2(1H)-one). The yield is 25.8%. RXN SMILES: [CH:1]1([C:4]2[N:8]([CH3:9])[C:7]3[CH:10]=[C:11]([N:14]4[CH:19]=[CH:18][C:17]([OH:20])=[CH:16][C:15]4=[O:21])[CH:12]=[CH:13][C:6]=3[N:5]=2)[CH2:3][CH2:2]1.[F:22][C:23]1[CH:24]=[C:25]([CH2:30]O)[CH:26]=[C:27]([F:29])[CH:28]=1.C(P(CCCC)CCCC)CCC.N(C(N1CCCCC1)=O)=NC(N1CCCCC1)=O>C1COCC1>[CH:1]1([C:4]2[N:8]([CH3:9])[C:7]3[CH:10]=[C:11]([N:14]4[CH:19]=[CH:18][C:17]([O:20][CH2:30][C:25]5[CH:24]=[C:23]([F:22])[CH:28]=[C:27]([F:29])[CH:26]=5)=[CH:16][C:15]4=[O:21])[CH:12]=[CH:13][C:6]=3[N:5]=2)[CH2:2][CH2:3]1. Reported procedure: To a solution of 1-(2-cyclopropyl-1-methyl-1H-benzimidazol-6-yl)-4-hydroxypyridin-2(1H)-one (150 mg), (3,5-difluorophenyl)methanol (153 mg) and tributylphosphine (322 mg) in THF (15 ml) was added 1,1′-(azodicarbonyl)dipiperidine (401 mg). The mixture was stirred under sonication at 60° C. for 4 h. The reaction mixture was then cooled to room temperature, and concentrated in vacuo. The residue was diluted with DCM, washed with water and brine, dried over Na2SO4 and concentrated in vacuo. The resi... Reactants: C(C)(C)(C)OC(=O)N1C(=CC2=C(C=CC=C12)F)B(O)O (1-(tert-butoxycarbonyl)-4-fluoro-1H-indol-2-ylboronic acid), ice water. The solvent is C(=O)(C(F)(F)F)O (TFA). RXN SMILES: C(OC([N:8]1[C:16]2[C:11](=[C:12]([F:17])[CH:13]=[CH:14][CH:15]=2)[CH:10]=[C:9]1[B:18]([OH:20])[OH:19])=O)(C)(C)C>C(O)(C(F)(F)F)=O>[F:17][C:12]1[CH:13]=[CH:14][CH:15]=[C:16]2[C:11]=1[CH:10]=[C:9]([B:18]([OH:20])[OH:19])[NH:8]2. Procedure: TFA (60 mL) was added 1-(tert-butoxycarbonyl)-4-fluoro-1H-indol-2-ylboronic acid (10 g, 35.83 mmol) in portions at 0° C. and then the mixture was stirred at room temperature for 3 hours. The mixture was poured into ice water, stirred for 10 minutes and filtered through a pad to give the crude 4-fluoro-1H-indol-2-ylboronic acid (6.0 g, yield: 94%) without further purification. 1H-NMR (DMSO-d6, 400 MHz) δ 11.09 (s, 1H), 8.35 (br s, 2H), 7.22 (d, J=8.00 Hz, 1H), 7.02˜7.07 (m, 2H), 6.68˜6.72 (m, 1H)... The yield is 93.6%. Run at time 3 hour. Yields the product FC1=C2C=C(NC2=CC=C1)B(O)O (4-fluoro-1H-indol-2-ylboronic acid). Starting materials: Cc1ccc(-c2nc(-c3ccc(C)cc3C)nc(-c3ccc(O)cc3O)n2)c(C)c1, CC1(C)CC(OC(=O)CCl)CC(C)(C)N1OC1CCCCC1. Product: Cc1ccc(-c2nc(-c3ccc(C)cc3C)nc(-c3ccc(OCC(=O)OC4CC(C)(C)N(OC5CCCCC5)C(C)(C)C4)cc3O)n2)c(C)c1. RXN SMILES: [CH3:23][c:24]1[c:25](-[c:31]2[n:32][c:33](-[c:45]3[c:46]([OH:52])[cH:47][c:48]([OH:51])[cH:49][cH:50]3)[n:34][c:35](-[c:37]3[c:38]([CH3:44])[cH:39][c:40]([CH3:43])[cH:41][cH:42]3)[n:36]2)[cH:26][cH:27][c:28]([CH3:30])[cH:29]1.[Cl:1][CH2:2][C:3](=[O:4])[O:5][CH:6]1[CH2:7][C:8]([CH3:21])([CH3:22])[N:9]([O:14][CH:15]2[CH2:16][CH2:17][CH2:18][CH2:19][CH2:20]2)[C:10]([CH3:12])([CH3:13])[CH2:11]1>>[CH2:2]([C:3](=[O:4])[O:5][CH:6]1[CH2:7][C:8]([CH3:21])([CH3:22])[N:9]([O:14][CH:15]2[CH2:16][CH2:17][CH2:18][CH2:19][CH2:20]2)[C:10]([CH3:12])([CH3:13])[CH2:11]1)[O:51][c:48]1[cH:47][c:46]([OH:52])[c:45](-[c:33]2[n:32][c:31](-[c:25]3[c:24]([CH3:23])[cH:29][c:28]([CH3:30])[cH:27][cH:26]3)[n:36][c:35](-[c:37]3[c:38]([CH3:44])[cH:39][c:40]([CH3:43])[cH:41][cH:42]3)[n:34]2)[cH:50][cH:49]1. The reactants are O=C(NC(Cc1c[nH]cn1)C(=O)O)OCc1ccccc1, CCOC(C)=O, [N-]=[N+]=[N-], O=C(Nc1ccccc1)C1CCCN1. Product: O=C(NC(Cc1c[nH]cn1)C(=O)N1CCCC1C(=O)Nc1ccccc1)OCc1ccccc1. RXN SMILES: [CH2:4]([c:5]1[cH:6][cH:7][cH:8][cH:9][cH:10]1)[O:11][C:12](=[O:13])[NH:14][CH:15]([CH2:16][c:17]1[cH:18][nH:19][cH:20][n:21]1)[C:22](=[O:23])[OH:24].[CH3:39][CH2:40][O:41][C:42](=[O:43])[CH3:44].[N-:1]=[N+:2]=[N-:3].[c:25]1([NH:31][C:32](=[O:33])[CH:34]2[NH:35][CH2:36][CH2:37][CH2:38]2)[cH:26][cH:27][cH:28][cH:29][cH:30]1>>[CH2:4]([c:5]1[cH:6][cH:7][cH:8][cH:9][cH:10]1)[O:11][C:12](=[O:13])[NH:14][CH:15]([CH2:16][c:17]1[cH:18][nH:19][cH:20][n:21]1)[C:22](=[O:24])[N:35]1[CH:34]([C:32]([NH:31][c:25]2[cH:26][cH:27][cH:28][cH:29][cH:30]2)=[O:33])[CH2:38][CH2:37][CH2:36]1.